Dataset: the Open Reaction Database (ORD), a public repository of structured organic reaction records. Task: describe an organic reaction: reactants, conditions, products, and yield Starting materials: O=C([O-])[O-], COC(=O)C(C)O, CS(C)=O, Oc1ccc(Oc2ncc(Cl)cc2F)cc1, [K+], [K+], Cc1ccc(S(=O)(=O)O)cc1. The product is COC(=O)C(C)Oc1ccc(Oc2ncc(Cl)cc2F)cc1. Reaction SMILES: [C:17](=[O:18])([O-:19])[O-:20].[CH3:34][O:35][C:36]([CH:37]([OH:38])[CH3:39])=[O:40].[CH3:41][S:42]([CH3:43])=[O:44].[Cl:1][c:2]1[cH:3][c:4]([F:16])[c:5]([O:8][c:9]2[cH:10][cH:11][c:12]([OH:15])[cH:13][cH:14]2)[n:6][cH:7]1.[K+:21].[K+:22].[OH:23][S:24]([c:25]1[cH:26][cH:27][c:28]([CH3:29])[cH:30][cH:31]1)(=[O:32])=[O:33]>>[Cl:1][c:2]1[cH:3][c:4]([F:16])[c:5]([O:8][c:9]2[cH:10][cH:11][c:12]([O:15][CH:37]([C:36]([O:35][CH3:34])=[O:40])[CH3:39])[cH:13][cH:14]2)[n:6][cH:7]1. Reactants: 22L, COC=1C=C2CCNC2=CC1 (5-methoxyindoline), C(C)(=O)OC(C)=O (acetic anhydride). Reagents/catalysts: CN(C1=CC=NC=C1)C (4-dimethylaminopyridine). Run in ClCCl (dichloromethane), ClCCl (dichloromethane). Run at time 8 hour. The product is C(C)(=O)N1CCC2=CC(=CC=C12)OC (1-acetyl-5-(methyloxy)-2,3-dihydro-1H-indole). Yield: 92.0%. As a reaction SMILES: [CH3:1][O:2][C:3]1[CH:4]=[C:5]2[C:9](=[CH:10][CH:11]=1)[NH:8][CH2:7][CH2:6]2.[C:12](OC(=O)C)(=[O:14])[CH3:13]>CN(C)C1C=CN=CC=1.ClCCl>[C:12]([N:8]1[C:9]2[C:5](=[CH:4][C:3]([O:2][CH3:1])=[CH:11][CH:10]=2)[CH2:6][CH2:7]1)(=[O:14])[CH3:13]. Procedure details: A 4-neck 22L round bottom flask equipped with a reflux condenser, mechanical stirrer and thermowell was charged with 5-methoxyindoline (1520 g, ca. 10.2 mol) produced in accordance with Step A, immediately above and dichloromethane (15 L). To the solution was added 4-dimethylaminopyridine (50 g, 0.446 mol), followed by slow addition of acetic anhydride (1051 mL, 11.22 mol, 1.1 equiv, maintaining gentle reflux of the solvent). The reaction mixture was stirred at room temperature overnight. After ... The reactants are 32, C1(=CC=CC=C1)NC1(CCN(CC1)CC1=CC=CC=C1)CO (4-(phenylamino)-1-(phenylmethyl)4-piperidinemethanol), C1=CC=CC=C1 (benzene), [OH-].[Na+] (sodium hydroxide), S(=O)(=O)(OC)OC (dimethyl sulfate), COS(=O)(=O)OC (dimethylsulfate). The reagents and catalysts are [Cl-].C(C)[N+](CC1=CC=CC=C1)(CC)CC (N,N,N-triethylbenzenemethanaminium chloride). Solvent: O (water), ice water. Conditions: time 2 hour. Product: 24.8, COCC1(CCN(CC1)CC1=CC=CC=C1)NC1=CC=CC=C1 (4-(methoxymethyl)N-phenyl-1-(phenylmethyl)-4-piperidinamine). As a reaction SMILES: [C:1]1([NH:7][C:8]2([CH2:21][OH:22])[CH2:13][CH2:12][N:11]([CH2:14][C:15]3[CH:20]=[CH:19][CH:18]=[CH:17][CH:16]=3)[CH2:10][CH2:9]2)[CH:6]=[CH:5][CH:4]=[CH:3][CH:2]=1.[CH:23]1C=CC=CC=1.[OH-].[Na+].COS(OC)(=O)=O>[Cl-].C([N+](CC)(CC)CC1C=CC=CC=1)C.O>[CH3:23][O:22][CH2:21][C:8]1([NH:7][C:1]2[CH:2]=[CH:3][CH:4]=[CH:5][CH:6]=2)[CH2:13][CH2:12][N:11]([CH2:14][C:15]2[CH:20]=[CH:19][CH:18]=[CH:17][CH:16]=2)[CH2:10][CH2:9]1 |f:2.3,5.6|. Procedure: To a solution of 32 parts of 4-(phenylamino)-1-(phenylmethyl)4-piperidinemethanol in 90 parts of benzene are added 0.2 parts of N,N,N-triethylbenzenemethanaminium chloride and 150 parts of a sodium hydroxide solution 60%. After stirring vigourously, there are added dropwise 10.9 parts of dimethylsulfate at a temperature below 30° C. Upon completion, stirring is continued at room temperature, first for 2h. 30 and further, after the addition of a second portion of 2.6 parts of dimethyl sulfate, fo... Starting materials: C(C)(C)(C)OC(CN1C(=NC2=C1C=CC(=C2)N(S(=O)(=O)C2=CC=C(C=C2)F)CC2=CC=C(C=C2)OC(F)(F)F)CCC)=O ({5-[(4-Trifluoromethoxy-benzyl)-(4-fluoro-benzenesulfonyl)-amino]-2-propyl-benzoimidazol-1-yl}-acetic acid tert-butyl ester), C(=O)(C(F)(F)F)O (TFA). Yields the product FC(OC1=CC=C(CN(C2=CC3=C(N(C(=N3)CCC)CC(=O)O)C=C2)S(=O)(=O)C2=CC=C(C=C2)F)C=C1)(F)F ({5-[(4-Trifluoromethoxy-benzyl)-(4-fluoro-benzenesulfonyl)-amino]-2-propyl-benzoimidazol-1-yl }-acetic acid). Reaction SMILES: C([O:5][C:6](=[O:43])[CH2:7][N:8]1[C:12]2[CH:13]=[CH:14][C:15]([N:17]([CH2:28][C:29]3[CH:34]=[CH:33][C:32]([O:35][C:36]([F:39])([F:38])[F:37])=[CH:31][CH:30]=3)[S:18]([C:21]3[CH:26]=[CH:25][C:24]([F:27])=[CH:23][CH:22]=3)(=[O:20])=[O:19])=[CH:16][C:11]=2[N:10]=[C:9]1[CH2:40][CH2:41][CH3:42])(C)(C)C.C(O)(C(F)(F)F)=O>>[F:39][C:36]([F:37])([F:38])[O:35][C:32]1[CH:33]=[CH:34][C:29]([CH2:28][N:17]([S:18]([C:21]2[CH:26]=[CH:25][C:24]([F:27])=[CH:23][CH:22]=2)(=[O:19])=[O:20])[C:15]2[CH:14]=[CH:13][C:12]3[N:8]([CH2:7][C:6]([OH:43])=[O:5])[C:9]([CH2:40][CH2:41][CH3:42])=[N:10][C:11]=3[CH:16]=2)=[CH:30][CH:31]=1. Procedure: {5-[(4-Trifluoromethoxy-benzyl)-(4-fluoro-benzenesulfonyl)-amino]-2-propyl-benzoimidazol-1-yl}-acetic acid tert-butyl ester was treated with TFA (2 mL) for 2 hours, concentrated, and purified by preparative LCMS to give the title compound. 1H NMR (d6-DMSO) δ7.72 (m, 2H), 7.44 (m, 4H), 7.23 (m, 3H), 7.16 (d, 1H), 6.79 (m, 1H), 4.88 (s, 2H), 4.54 (s, 2H), 2.68 (t, 2H), 1.72 (m, 2H), 0.95 (t, 3H). MS calculated for C26H23F4N3O5S—H: 564, observed: 564. Starting materials: c1ccc(Cc2ccccc2)cc1, c1ccc(Cc2ccccc2Cc2ccccc2)cc1, FB(F)F, OCc1ccccc1, c1ccccc1. The product is c1ccc(Cc2cccc(Cc3ccccc3)c2Cc2ccccc2)cc1. RXN SMILES: [CH2:13]([c:14]1[cH:15][cH:16][cH:17][cH:18][cH:19]1)[c:20]1[cH:21][cH:22][cH:23][cH:24][cH:25]1.[CH2:26]([c:27]1[cH:28][cH:29][cH:30][cH:31][cH:32]1)[c:33]1[c:34]([CH2:39][c:40]2[cH:41][cH:42][cH:43][cH:44][cH:45]2)[cH:35][cH:36][cH:37][cH:38]1.[F:9][B:10]([F:11])[F:12].[OH:1][CH2:2][c:3]1[cH:4][cH:5][cH:6][cH:7][cH:8]1.[cH:46]1[cH:47][cH:48][cH:49][cH:50][cH:51]1>>[CH2:2]([c:3]1[cH:4][cH:5][cH:6][cH:7][cH:8]1)[c:35]1[c:34]([CH2:39][c:40]2[cH:41][cH:42][cH:43][cH:44][cH:45]2)[c:33]([CH2:26][c:27]2[cH:28][cH:29][cH:30][cH:31][cH:32]2)[cH:38][cH:37][cH:36]1. The reactants are O1CCCN2C1=NC1=C2C=CC=C1 (3,4-dihydro-2H-[1,3]oxazino-[3,2-a]benzimidazole), IC (iodomethane), CC(C)=O (2-propanone), IC (iodomethane). Yields the product ICCCN1C(N(C2=C1C=CC=C2)C)=O (1,3-dihydro-1-(3-iodopropyl)-3-methyl-2H-benzimidazol-2-one). RXN SMILES: [O:1]1[C:6]2=[N:7][C:8]3[CH:13]=[CH:12][CH:11]=[CH:10][C:9]=3[N:5]2[CH2:4]CC1.[I:14]C.[CH3:16][C:17](=O)[CH3:18]>>[I:14][CH2:16][CH2:17][CH2:18][N:7]1[C:8]2[CH:13]=[CH:12][CH:11]=[CH:10][C:9]=2[N:5]([CH3:4])[C:6]1=[O:1]. Procedure: To a solution of 5.7 parts of 3,4-dihydro-2H-[1,3]oxazino-[3,2-a]benzimidazole in 80 parts of 2-propanone is added 5.7 parts of iodomethane and the whole is stirred and refluxed for 2 h. 50. Then there is added a second portion of 5.7 parts of iodomethane and the whole is further stirred and refluxed for 2 h. 50. The solvent is evaporated, yielding 1,3-dihydro-1-(3-iodopropyl)-3-methyl-2H-benzimidazol-2-one as an oily residue.